This data is from the Open Reaction Database (ORD), a public repository of structured organic reaction records. The task is: describe an organic reaction: reactants, conditions, products, and yield Starting materials: C[S-].[Na+] (sodium thiomethylate), IC1=CC=C(C=C1)C1=CC=C(C#N)C=C1 (4-(4-iodophenyl)benzonitrile), hydrochloric acid ice. Solvent: CN(P(=O)(N(C)C)N(C)C)C (hexamethylphosphoramide). Conditions: temperature 100 celsius. The product is SC1=CC=C(C=C1)C1=CC=C(C#N)C=C1 (4-(4-mercaptophenyl)benzonitrile). The yield is 106.6%. Reaction SMILES: I[C:2]1[CH:7]=[CH:6][C:5]([C:8]2[CH:15]=[CH:14][C:11]([C:12]#[N:13])=[CH:10][CH:9]=2)=[CH:4][CH:3]=1.C[S-:17].[Na+]>CN(C)P(N(C)C)(N(C)C)=O>[SH:17][C:2]1[CH:7]=[CH:6][C:5]([C:8]2[CH:15]=[CH:14][C:11]([C:12]#[N:13])=[CH:10][CH:9]=2)=[CH:4][CH:3]=1 |f:1.2|. Procedure: 3.25 g (10.8.10-3 mol) of 4-(4-iodophenyl)benzonitrile are dissolved in 50 ml of hexamethylphosphoramide, and 3.05 g (43.4.10-3 mol) of sodium thiomethylate are then added to the solution. The reaction mixture is heated at 100° C. for 1.5 hours and then, after cooling, hydrolyzed in a 1 N hydrochloric acid/ice mixture. The expected product is extracted with ethyl acetate. The resulting organic phase is washed with water until the pH of the washings is neutral, dried over magnesium sulfate and th... Starting materials: D4, FC1=C(C#N)C=C(C=C1)C=O (2-fluoro-5-formylbenzonitrile), ClC=1C=C(C=NC1)O (5-chloropyridin-3-ol). The product is ClC=1C=C(C=NC1)OC1=C(C#N)C=C(C=C1)C=O (2-((5-chloropyridin-3-yl)oxy)-5-formylbenzonitrile). As a reaction SMILES: F[C:2]1[CH:9]=[CH:8][C:7]([CH:10]=[O:11])=[CH:6][C:3]=1[C:4]#[N:5].[Cl:12][C:13]1[CH:14]=[C:15]([OH:19])[CH:16]=[N:17][CH:18]=1>>[Cl:12][C:13]1[CH:14]=[C:15]([O:19][C:2]2[CH:9]=[CH:8][C:7]([CH:10]=[O:11])=[CH:6][C:3]=2[C:4]#[N:5])[CH:16]=[N:17][CH:18]=1. Reported procedure: The title compound was prepared by a procedure similar to that described for D4 starting from 2-fluoro-5-formylbenzonitrile and 5-chloropyridin-3-ol. Starting materials: [OH-].[Na+] (sodium hydroxide), C(C)N1C(C=2N([C@H](C1)C)C(=C(C2OC)C(=O)OCC)C(C(=O)OC)=O)=O (ethyl (4S)-2-ethyl-8-(methoxy)-6-[methoxy(oxo)-acetyl]-4-methyl-1-oxo-1,2,3,4-tetrahydro-pyrrolo[1,2-a]-pyrazine-7-carboxylate), C1CCOC1 (THF). Reagents/catalysts: [CH3-].C[Al+]C.[CH-]1C=CC=C1.[CH-]1C=CC=C1.[Cl-].[Ti+3] (Tebbe reagent). The solvent is CCOCC (ether), C1(=CC=CC=C1)C (toluene). Reaction conditions: time 1 hour. Product: C(C)N1C(C=2N([C@H](C1)C)C(=C(C2OC)C(=O)OCC)C(=C)C(=O)OC)=O (Ethyl (4S)-2-ethyl-8-(methoxy)-6-[1-(methoxycarbonyl)vinyl]-4-methyl-1-oxo-1,2,3,4-tetrahydro-pyrrolo[1,2-a]-pyrazine-7-carboxylate). RXN SMILES: [CH2:1]([N:3]1[CH2:8][C@H:7]([CH3:9])[N:6]2[C:10]([C:20](=O)[C:21]([O:23][CH3:24])=[O:22])=[C:11]([C:15]([O:17][CH2:18][CH3:19])=[O:16])[C:12]([O:13][CH3:14])=[C:5]2[C:4]1=[O:26])[CH3:2].[OH-].[Na+].[CH2:29]1COCC1>C1(C)C=CC=CC=1.CCOCC.[CH3-].C[Al+]C.[CH-]1C=CC=C1.[CH-]1C=CC=C1.[Cl-].[Ti+3]>[CH2:1]([N:3]1[CH2:8][C@H:7]([CH3:9])[N:6]2[C:10]([C:20]([C:21]([O:23][CH3:24])=[O:22])=[CH2:29])=[C:11]([C:15]([O:17][CH2:18][CH3:19])=[O:16])[C:12]([O:13][CH3:14])=[C:5]2[C:4]1=[O:26])[CH3:2] |f:1.2,6.7.8.9.10.11|. Procedure details: To a cold (0° C.) solution of ethyl (4S)-2-ethyl-8-(methoxy)-6-[methoxy(oxo)-acetyl]-4-methyl-1-oxo-1,2,3,4-tetrahydro-pyrrolo[1,2-a]-pyrazine-7-carboxylate (1.0 g, 2.73 mmol) in anhydrous THF (100 mL), a solution of Tebbe reagent (6.0 mL, 0.5 M) in toluene was added. The reaction mixture was stirred at room temperature for one hour. The product mixture was diluted with ether (100 mL) and treated with aq sodium hydroxide (4 mL, 1M). The mixture was filtered. The organic extract was separated, dr... Reactants: CC(C)(C)c1ccc(S)cc1, O=C([O-])CCl, Cl, [Na+], [Na+], [OH-], O. The product is CC(C)(C)c1ccc(SCC(=O)O)cc1. RXN SMILES: [C:7]([CH3:8])([CH3:9])([CH3:10])[c:11]1[cH:12][cH:13][c:14]([SH:17])[cH:15][cH:16]1.[Cl:1][CH2:2][C:3](=[O:4])[O-:5].[ClH:20].[Na+:19].[Na+:6].[OH-:18].[OH2:21]>>[CH2:2]([C:3](=[O:4])[OH:5])[S:17][c:14]1[cH:13][cH:12][c:11]([C:7]([CH3:8])([CH3:9])[CH3:10])[cH:16][cH:15]1. Starting materials: COc1ccc(-n2nc(C(=O)O)c3c2C(=O)N(c2ccc(-n4ccccc4=O)cc2)CC3)cc1, CCN=C=NCCCN(C)C, CS(N)(=O)=O, ClCCl, Cl, CN(C)C=O, On1nnc2ccccc21. Yields the product COc1ccc(-n2nc(C(=O)NS(C)(=O)=O)c3c2C(=O)N(c2ccc(-n4ccccc4=O)cc2)CC3)cc1. Reaction SMILES: [CH3:1][O:2][c:3]1[cH:4][cH:5][c:6](-[n:9]2[n:10][c:11]([C:32](=[O:33])[OH:34])[c:12]3[c:13]2[C:14](=[O:31])[N:15]([c:18]2[cH:19][cH:20][c:21](-[n:24]4[c:25](=[O:30])[cH:26][cH:27][cH:28][cH:29]4)[cH:22][cH:23]2)[CH2:16][CH2:17]3)[cH:7][cH:8]1.[CH3:36][N:37]([CH3:38])[CH2:39][CH2:40][CH2:41][N:42]=[C:43]=[N:44][CH2:45][CH3:46].[CH3:57][S:58](=[O:59])(=[O:60])[NH2:61].[Cl:62][CH2:63][Cl:64].[ClH:35].[O:65]=[CH:66][N:67]([CH3:68])[CH3:69].[OH:47][n:48]1[c:49]2[cH:50][cH:51][cH:52][cH:53][c:54]2[n:55][n:56]1>>[CH3:1][O:2][c:3]1[cH:4][cH:5][c:6](-[n:9]2[n:10][c:11]([C:32](=[O:34])[NH:61][S:58]([CH3:57])(=[O:59])=[O:60])[c:12]3[c:13]2[C:14](=[O:31])[N:15]([c:18]2[cH:19][cH:20][c:21](-[n:24]4[c:25](=[O:30])[cH:26][cH:27][cH:28][cH:29]4)[cH:22][cH:23]2)[CH2:16][CH2:17]3)[cH:7][cH:8]1. The reactants are CC1(C)OB(c2ccc(CC(=O)O)cc2)OC1(C)C, O=c1ccc(Br)cn1Cc1ccc(Cl)cc1. The product is O=C(O)Cc1ccc(-c2ccc(=O)n(Cc3ccc(Cl)cc3)c2)cc1. RXN SMILES: [CH3:17][C:18]1([CH3:19])[C:20]([CH3:21])([CH3:22])[O:23][B:24]([c:25]2[cH:26][cH:27][c:28]([CH2:31][C:32](=[O:33])[OH:34])[cH:29][cH:30]2)[O:35]1.[Cl:1][c:2]1[cH:3][cH:4][c:5]([CH2:6][n:7]2[c:8](=[O:14])[cH:9][cH:10][c:11]([Br:13])[cH:12]2)[cH:15][cH:16]1>>[Cl:1][c:2]1[cH:3][cH:4][c:5]([CH2:6][n:7]2[c:8](=[O:14])[cH:9][cH:10][c:11](-[c:25]3[cH:26][cH:27][c:28]([CH2:31][C:32](=[O:33])[OH:34])[cH:29][cH:30]3)[cH:12]2)[cH:15][cH:16]1. The reactants are C(C)(C)(C)C=1N=C(SC1)C=1OC2=C(C1)C=C(C=C2)CCl (4-tert-butyl-2-[5-(chloromethyl)benzofuran-2-yl]thiazole), N1C=C(C2=CC=CC=C12)CC(=O)OCC1=CC=CC=C1 (benzyl indole-3-acetate), [OH-].[Na+] (sodium hydroxide), [Cl-] (chloride), Cl (hydrochloric acid). Solvent: ClCCl (dichloromethane), O (water). The product is C(C)(C)(C)C=1N=C(SC1)C=1OC2=C(C1)C=C(C=C2)CN2C=C(C1=CC=CC=C21)CC(=O)O (1-{[2-(4-tert-butylthiazol-2-yl)benzofuran-5-yl]methyl}indole-3-acetic acid). Yield: 43.0%. Reaction SMILES: [C:1]([C:5]1[N:6]=[C:7]([C:10]2[O:11][C:12]3[CH:18]=[CH:17][C:16]([CH2:19]Cl)=[CH:15][C:13]=3[CH:14]=2)[S:8][CH:9]=1)([CH3:4])([CH3:3])[CH3:2].[NH:21]1[C:29]2[C:24](=[CH:25][CH:26]=[CH:27][CH:28]=2)[C:23]([CH2:30][C:31]([O:33]CC2C=CC=CC=2)=[O:32])=[CH:22]1.[OH-].[Na+].[Cl-].Cl>ClCCl.O>[C:1]([C:5]1[N:6]=[C:7]([C:10]2[O:11][C:12]3[CH:18]=[CH:17][C:16]([CH2:19][N:21]4[C:29]5[C:24](=[CH:25][CH:26]=[CH:27][CH:28]=5)[C:23]([CH2:30][C:31]([OH:33])=[O:32])=[CH:22]4)=[CH:15][C:13]=3[CH:14]=2)[S:8][CH:9]=1)([CH3:4])([CH3:3])[CH3:2] |f:2.3|. Reported procedure: A mixture of 4-tert-butyl-2-[5-(chloromethyl)benzofuran-2-yl]thiazole (0.30 g), benzyl indole-3-acetate (0.25 g), sodium hydroxide (0.24 g) and small amount of cetyl trymethylammonium chloride in dichloromethane (10 ml) was stirred under reflux for 3 hours. After water was added to the reaction mixture, the mixture was neutralized with diluted hydrochloric acid and the resulting mixture was concentrated under reduced pressure. The residue was subjected to column chromatography on silica gel and ... Reactants: C(C)(C)N(CC)C(C)C (Diisopropylethylamine), CN(C(=O)C1CCN(CC1)S(=O)(=O)C1=CC=C(C=C1)N)C (1-(4-amino-benzenesulfonyl)-piperidine-4-carboxylic acid dimethylamide), C(C=C)(=O)Cl (acryloyl chloride). Run in C1CCOC1 (THF). Run at time 1 hour. Yields the product CN(C(=O)C1CCN(CC1)S(=O)(=O)C1=CC=C(C=C1)NC(C=C)=O)C (1-(4-Acryloylamino-benzenesulfonyl)-piperidine-4-carboxylic acid dimethylamide). Yield: 16.8%. As a reaction SMILES: C(N(C(C)C)CC)(C)C.[CH3:10][N:11]([CH3:30])[C:12]([CH:14]1[CH2:19][CH2:18][N:17]([S:20]([C:23]2[CH:28]=[CH:27][C:26]([NH2:29])=[CH:25][CH:24]=2)(=[O:22])=[O:21])[CH2:16][CH2:15]1)=[O:13].[C:31](Cl)(=[O:34])[CH:32]=[CH2:33]>C1COCC1>[CH3:10][N:11]([CH3:30])[C:12]([CH:14]1[CH2:15][CH2:16][N:17]([S:20]([C:23]2[CH:24]=[CH:25][C:26]([NH:29][C:31](=[O:34])[CH:32]=[CH2:33])=[CH:27][CH:28]=2)(=[O:22])=[O:21])[CH2:18][CH2:19]1)=[O:13]. Procedure: Diisopropylethylamine (0.1 ml, 0.7 mmol) was added in one portion to a stirred solution of 1-(4-amino-benzenesulfonyl)-piperidine-4-carboxylic acid dimethylamide (0.15 g, 0.49 mmol) in THF (3 ml) at room temperature. To this mixture was added acryloyl chloride (0.05 ml, 0.58 mmol) in one portion and the mixture was stirred at room temperature under a nitrogen atmosphere for 1 hour. After this time, the mixture was concentrated under vacuum and the resulting residue was purified by column chromat... Starting materials: ClC1=NC=CC(=N1)C1=C(N=C(S1)C(C)C)C=1C=CC(=C(C1)NS(=O)(=O)C1=C(C=CC=C1F)F)F (N-{5-[5-(2-chloro-4-pyrimidinyl)-2-(1-methylethyl)-1,3-thiazol-4-yl]-2-fluorophenyl}-2,6-difluorobenzenesulfonamide), NCCS(=O)(=O)C (2-aminoethyl-methyl-sulfone). Yields the product FC1=C(C(=CC=C1)F)S(=O)(=O)NC1=C(C=CC(=C1)C=1N=C(SC1C1=NC(=NC=C1)NCCS(=O)(=O)C)C(C)C)F (2,6-Difluoro-N-{2-fluoro-5-[2-(1-methylethyl)-5-(2-{[2-(methylsulfonyl)ethyl]amino}-4-pyrimidinyl)-1,3-thiazol-4-yl]phenyl}benzenesulfonamide), solid. Isolated yield 53.0%. RXN SMILES: Cl[C:2]1[N:7]=[C:6]([C:8]2[S:12][C:11]([CH:13]([CH3:15])[CH3:14])=[N:10][C:9]=2[C:16]2[CH:17]=[CH:18][C:19]([F:34])=[C:20]([NH:22][S:23]([C:26]3[C:31]([F:32])=[CH:30][CH:29]=[CH:28][C:27]=3[F:33])(=[O:25])=[O:24])[CH:21]=2)[CH:5]=[CH:4][N:3]=1.[NH2:35][CH2:36][CH2:37][S:38]([CH3:41])(=[O:40])=[O:39]>>[F:33][C:27]1[CH:28]=[CH:29][CH:30]=[C:31]([F:32])[C:26]=1[S:23]([NH:22][C:20]1[CH:21]=[C:16]([C:9]2[N:10]=[C:11]([CH:13]([CH3:15])[CH3:14])[S:12][C:8]=2[C:6]2[CH:5]=[CH:4][N:3]=[C:2]([NH:35][CH2:36][CH2:37][S:38]([CH3:41])(=[O:40])=[O:39])[N:7]=2)[CH:17]=[CH:18][C:19]=1[F:34])(=[O:25])=[O:24]. Reported procedure: Following a procedure analogous to the procedure described in Example 1 using N-{5-[5-(2-chloro-4-pyrimidinyl)-2-(1-methylethyl)-1,3-thiazol-4-yl]-2-fluorophenyl}-2,6-difluorobenzenesulfonamide (3.0 g, 5.71 mmol) and 2-aminoethyl-methyl-sulfone (2.82 g, 22.86 mmol), the title compound was obtained as a white solid (1.9 g, 53% yield). 1H NMR (400 MHz, DMSO-d6) δ ppm 10.93 (s, 1H), 8.14 (d, J=5.0 Hz, 1H), 7.67-7.77 (m, 1H), 7.48 (t, J=5.5 Hz, 1H), 7.38-7.46 (m, 2H), 7.28 (q, J=9.2 Hz, 3H), 6.22-6.... Starting materials: ClC=1C=C(C(=O)O)C=CC1C(NC1=CC(=C(C=C1)Cl)C1=NC=CC=C1)=O (3-chloro-4-(4-chloro-3-(pyridin-2-yl)phenylcarbamoyl)benzoic acid), C(C1=CC=CC=C1)NCCO (2-(benzylamino)ethanol). Product: C(C1=CC=CC=C1)N(C(C1=CC(=C(C(=O)NC2=CC(=C(C=C2)Cl)C2=NC=CC=C2)C=C1)Cl)=O)CCO (N4-benzyl-2-chloro-N1-(4-chloro-3-(pyridin-2-yl)phenyl)-N4-(2-hydroxyethyl)terephthalamide). RXN SMILES: [Cl:1][C:2]1[CH:3]=[C:4]([CH:8]=[CH:9][C:10]=1[C:11](=[O:26])[NH:12][C:13]1[CH:18]=[CH:17][C:16]([Cl:19])=[C:15]([C:20]2[CH:25]=[CH:24][CH:23]=[CH:22][N:21]=2)[CH:14]=1)[C:5](O)=[O:6].[CH2:27]([NH:34][CH2:35][CH2:36][OH:37])[C:28]1[CH:33]=[CH:32][CH:31]=[CH:30][CH:29]=1>>[CH2:27]([N:34]([CH2:35][CH2:36][OH:37])[C:5](=[O:6])[C:4]1[CH:8]=[CH:9][C:10]([C:11]([NH:12][C:13]2[CH:18]=[CH:17][C:16]([Cl:19])=[C:15]([C:20]3[CH:25]=[CH:24][CH:23]=[CH:22][N:21]=3)[CH:14]=2)=[O:26])=[C:2]([Cl:1])[CH:3]=1)[C:28]1[CH:33]=[CH:32][CH:31]=[CH:30][CH:29]=1. Procedure: 40 mg of 3-chloro-4-(4-chloro-3-(pyridin-2-yl)phenylcarbamoyl)benzoic acid was coupled to 2-(benzylamino)ethanol via Procedure G. The crude product was purified on reverse phase HPLC to yield N4-benzyl-2-chloro-N1-(4-chloro-3-(pyridin-2-yl)phenyl)-N4-(2-hydroxyethyl)terephthalamide. MS (Q1) 520 (M)+.